This data is from the Open Reaction Database (ORD), a public repository of structured organic reaction records. The task is: describe an organic reaction: reactants, conditions, products, and yield Starting materials: BrCC1=NN(C(=C1[N+](=O)[O-])Cl)C (3-bromomethyl-5-chloro-1-methyl-4-nitropyrazole), CO (methanol). The reagents and catalysts are [N+](=O)([O-])[O-].[Ag+] (silver nitrate). Yields the product ClC1=C(C(=NN1C)COC)[N+](=O)[O-] (5-Chloro-3-methoxymethyl-1-methyl-4-nitropyrazole). Isolated yield 40.0%. Reaction SMILES: Br[CH2:2][C:3]1[C:7]([N+:8]([O-:10])=[O:9])=[C:6]([Cl:11])[N:5]([CH3:12])[N:4]=1.[CH3:13][OH:14]>[N+]([O-])([O-])=O.[Ag+]>[Cl:11][C:6]1[N:5]([CH3:12])[N:4]=[C:3]([CH2:2][O:14][CH3:13])[C:7]=1[N+:8]([O-:10])=[O:9] |f:2.3|. Procedure: A solution of 3-bromomethyl-5-chloro-1-methyl-4-nitropyrazole (5.0 g, 19.6 mmol) in methanol (50 ml) was treated with silver nitrate (5.75 g, 33.8 mmol) and the mixture heated under reflux for 2 hours. The cooled reaction mixture was filtered and the filtrate evaporated under vacuum. The residue was partitioned between ethyl acetate (100 ml) and water (50 ml ) and the aqueous phase extracted with a further quantity of ethyl acetate (50 ml). The organic extracts were combined, dried (MgSO4) and e...